describe an organic reaction: reactants, conditions, products, and yield From a dataset of the Open Reaction Database (ORD), a public repository of structured organic reaction records. The reactants are FC1(CCC1)C=1C(=CC(=NC1)C(=O)O)OCC(F)(F)F (5-(1-fluorocyclobutyl)-4-(2,2,2-trifluoroethoxy)pyridine-2-carboxylic acid), NC1(CS(C1)(=O)=O)CC(=O)N (2-(3-amino-1,1-dioxo-thietan-3-yl)acetamide). Product: NC(CC1(CS(C1)(=O)=O)NC(=O)C1=NC=C(C(=C1)OCC(F)(F)F)C1(CCC1)F)=O (N-[3-(2-amino-2-oxoethyl)-1,1-dioxothietan-3-yl]-5-(1-fluorocyclobutyl)-4-(2,2,2-trifluoroethoxy)pyridine-2-carboxamide). Reaction SMILES: [F:1][C:2]1([C:6]2[C:7]([O:15][CH2:16][C:17]([F:20])([F:19])[F:18])=[CH:8][C:9]([C:12]([OH:14])=O)=[N:10][CH:11]=2)[CH2:5][CH2:4][CH2:3]1.[NH2:21][C:22]1([CH2:28][C:29]([NH2:31])=[O:30])[CH2:25][S:24](=[O:27])(=[O:26])[CH2:23]1>>[NH2:31][C:29](=[O:30])[CH2:28][C:22]1([NH:21][C:12]([C:9]2[CH:8]=[C:7]([O:15][CH2:16][C:17]([F:20])([F:19])[F:18])[C:6]([C:2]3([F:1])[CH2:3][CH2:4][CH2:5]3)=[CH:11][N:10]=2)=[O:14])[CH2:23][S:24](=[O:26])(=[O:27])[CH2:25]1. Reported procedure: The title compound was synthesized in analogy to Example 112e, using 5-(1-fluorocyclobutyl)-4-(2,2,2-trifluoroethoxy)pyridine-2-carboxylic acid (example 285a) and 2-(3-amino-1,1-dioxo-thietan-3-yl)acetamide (example 160d) as starting materials and isolated (16 mg, 21%); MS (ESI, m/z): 454.3 (M+H+). Starting materials: FC(F)(F)c1cc(Cl)nc(-c2cccnc2)n1, Cc1ncc(Cl)c(N)n1. The product is Cc1ncc(Cl)c(Nc2cc(C(F)(F)F)nc(-c3cccnc3)n2)n1. As a reaction SMILES: [Cl:1][c:2]1[n:3][c:4](-[c:12]2[cH:13][n:14][cH:15][cH:16][cH:17]2)[n:5][c:6]([C:8]([F:9])([F:10])[F:11])[cH:7]1.[NH2:18][c:19]1[n:20][c:21]([CH3:26])[n:22][cH:23][c:24]1[Cl:25]>>[c:2]1([NH:18][c:19]2[n:20][c:21]([CH3:26])[n:22][cH:23][c:24]2[Cl:25])[n:3][c:4](-[c:12]2[cH:13][n:14][cH:15][cH:16][cH:17]2)[n:5][c:6]([C:8]([F:9])([F:10])[F:11])[cH:7]1.